The task is: describe an organic reaction: reactants, conditions, products, and yield. This data is from the Open Reaction Database (ORD), a public repository of structured organic reaction records. Procedure details: A stirred mixture of a 2:1 mixture of the erythro- and threo-diastereoisomers of (E)-3,5-dihydroxy-7-(2-methyl-1-oxo-4-phenyl-1,2-dihydroisoquinolin-3-yl)hept-6-enoic acid (0.1 g; prepared as described in Example 2) in dry toluene (10 ml) and glacial acetic acid (2 drops) was heated at reflux for 1 hour. Further quantities of toluene (15 ml) and glacial acetic acid (2 drops) were added and the mixture was heated at reflux for a further period of 3.5 hours. The reaction mixture was cooled to room... Starting materials: OC(CC(=O)O)CC(\C=C\C=1N(C(C2=CC=CC=C2C1C1=CC=CC=C1)=O)C)O ((E)-3,5-dihydroxy-7-(2-methyl-1-oxo-4-phenyl-1,2-dihydroisoquinolin-3-yl)hept-6-enoic acid). The yield is 73.4%. RXN SMILES: [OH:1][CH:2]([CH2:7][CH:8]([OH:29])/[CH:9]=[CH:10]/[C:11]1[N:12]([CH3:28])[C:13](=[O:27])[C:14]2[C:19]([C:20]=1[C:21]1[CH:26]=[CH:25][CH:24]=[CH:23][CH:22]=1)=[CH:18][CH:17]=[CH:16][CH:15]=2)[CH2:3][C:4](O)=[O:5]>C1(C)C=CC=CC=1.C(O)(=O)C>[OH:1][CH:2]1[CH2:7][CH:8](/[CH:9]=[CH:10]/[C:11]2[N:12]([CH3:28])[C:13](=[O:27])[C:14]3[C:19]([C:20]=2[C:21]2[CH:22]=[CH:23][CH:24]=[CH:25][CH:26]=2)=[CH:18][CH:17]=[CH:16][CH:15]=3)[O:29][C:4](=[O:5])[CH2:3]1. The reagents and catalysts are C(C)(=O)O (acetic acid), C(C)(=O)O (acetic acid). The product is OC1CC(OC(C1)\C=C\C=1N(C(C2=CC=CC=C2C1C1=CC=CC=C1)=O)C)=O ((E)-4-hydroxy-6-[2-(2-methyl-1-oxo-4-phenyl-1,2-dihydroisoquinolin-3-yl)ethenyl]-3,4,5,6-tetrahydro-2H-pyran-2-one). Run in C1(=CC=CC=C1)C (toluene), C1(=CC=CC=C1)C (toluene). Reactants: CCN(C(C)C)C(C)C, CC(C)O, [Cl-], [Cl-], NC1CC[NH+](C2CCCC2)C1, NC1CC[NH+](C2CCCC2)C1, CC(C)CN(CC(O)C(Cc1ccccc1)NC(=O)OC1COC2OCCC12)S(=O)(=O)c1ccc([N+](=O)[O-])c(F)c1, C1CCOC1, O. The product is CC(C)CN(CC(O)C(Cc1ccccc1)NC(=O)OC1COC2OCCC12)S(=O)(=O)c1ccc([N+](=O)[O-])c(NC2CCN(C3CCCC3)C2)c1. RXN SMILES: [CH2:66]([N:67]([CH:68]([CH3:69])[CH3:70])[CH:71]([CH3:72])[CH3:73])[CH3:74].[CH:75]([OH:76])([CH3:77])[CH3:78].[Cl-:42].[Cl-:43].[NH2:44][CH:45]1[CH2:46][NH+:47]([CH:50]2[CH2:51][CH2:52][CH2:53][CH2:54]2)[CH2:48][CH2:49]1.[NH2:55][CH:56]1[CH2:57][CH2:58][NH+:59]([CH:60]2[CH2:61][CH2:62][CH2:63][CH2:64]2)[CH2:65]1.[O:1]1[CH2:2][CH:3]([O:9][C:10]([NH:11][CH:12]([CH:13]([CH2:14][N:15]([CH2:16][CH:17]([CH3:18])[CH3:19])[S:20](=[O:21])(=[O:22])[c:23]2[cH:24][c:25]([F:32])[c:26]([N+:29](=[O:30])[O-:31])[cH:27][cH:28]2)[OH:33])[CH2:34][c:35]2[cH:36][cH:37][cH:38][cH:39][cH:40]2)=[O:41])[CH:4]2[CH:5]1[O:6][CH2:7][CH2:8]2.[O:79]1[CH2:80][CH2:81][CH2:82][CH2:83]1.[OH2:84]>>[O:1]1[CH2:2][CH:3]([O:9][C:10]([NH:11][CH:12]([CH:13]([CH2:14][N:15]([CH2:16][CH:17]([CH3:18])[CH3:19])[S:20](=[O:21])(=[O:22])[c:23]2[cH:24][c:25]([NH:44][CH:45]3[CH2:46][N:47]([CH:50]4[CH2:51][CH2:52][CH2:53][CH2:54]4)[CH2:48][CH2:49]3)[c:26]([N+:29](=[O:30])[O-:31])[cH:27][cH:28]2)[OH:33])[CH2:34][c:35]2[cH:36][cH:37][cH:38][cH:39][cH:40]2)=[O:41])[CH:4]2[CH:5]1[O:6][CH2:7][CH2:8]2. Starting materials: COS(=O)(=O)OC (dimethylsulfate), N1CCCC2=CC=CC=C12 (1,2,3,4-Tetrahydroquinoline), O (water), C([O-])(O)=O.[Na+] (sodium bicarbonate). Solvent: C(C)(=O)OCC (ethyl acetate). Run at time 2 hour. Product: CN1CCCC2=CC=CC=C12 (1,2,3,4-Tetrahydro-N-methylquinoline). Yield: 61.9%. Reaction SMILES: [NH:1]1[C:10]2[C:5](=[CH:6][CH:7]=[CH:8][CH:9]=2)[CH2:4][CH2:3][CH2:2]1.O.[C:12](=O)(O)[O-].[Na+].COS(OC)(=O)=O>C(OCC)(=O)C>[CH3:12][N:1]1[C:10]2[C:5](=[CH:6][CH:7]=[CH:8][CH:9]=2)[CH2:4][CH2:3][CH2:2]1 |f:2.3|. Procedure details: 1,2,3,4-Tetrahydroquinoline (6.66 g, 50 mmol) was added to 40 ml of water, 40 ml of ethyl acetate, and 5.04 g (60 mmol) of sodium bicarbonate to which was added 5.68 ml (60 mmol) of dimethylsulfate dropwise. The reaction was stirred at room temperature for 21/2 hours, and the organic layer was separated. The aqueous layer was extracted with ethyl acetate, then the organic layers were combined and evaporated to give 4.56 g (62% yield) of the title compound. NMR (CDCl3) δ 1.93 (quintet, 2, CH2), 2...